This data is from the Open Reaction Database (ORD), a public repository of structured organic reaction records. The task is: describe an organic reaction: reactants, conditions, products, and yield Reactants: BrC1=C(C2=C(S1)C1=CC=3C(C4=C(SC(=C4CCCCCCCC)Br)C3C=C1C2=O)=O)CCCCCCCC (2,7-dibromo-3,8-dioctyl-4,9-dihydro-s-indaceno[1,2-b:5,6-b′]dithiophene-4,9-dione), C(CCCCCCC)C1=CSC(=C1)[Sn](C)(C)C (3-octyl-5-trimethylstannylthiophene). Reagents/catalysts: [Pd] (palladium). Product: C(CCCCCCC)C=1C=C(SC1)C1=C(C2=C(S1)C1=CC=3C(C4=C(SC(=C4CCCCCCCC)C=4SC=C(C4)CCCCCCCC)C3C=C1C2=O)=O)CCCCCCCC (2,7-bis(4-octylthien-2-yl)-3,8-dioctyl-4,9-dihydro-s-indaceno[1,2-b:5,6-b′]dithiophene-4,9-dione). The yield is 72.0%. As a reaction SMILES: Br[C:2]1[S:6][C:5]2[C:7]3[C:27]([C:28](=[O:29])[C:4]=2[C:3]=1[CH2:31][CH2:32][CH2:33][CH2:34][CH2:35][CH2:36][CH2:37][CH3:38])=[CH:26][C:25]1[C:12]2[S:13][C:14](Br)=[C:15]([CH2:16][CH2:17][CH2:18][CH2:19][CH2:20][CH2:21][CH2:22][CH3:23])[C:11]=2[C:10](=[O:30])[C:9]=1[CH:8]=3.[CH2:39]([C:47]1[CH:51]=[C:50]([Sn](C)(C)C)[S:49][CH:48]=1)[CH2:40][CH2:41][CH2:42][CH2:43][CH2:44][CH2:45][CH3:46]>[Pd]>[CH2:39]([C:47]1[CH:51]=[C:50]([C:14]2[S:13][C:12]3[C:25]4[C:9]([C:10](=[O:30])[C:11]=3[C:15]=2[CH2:16][CH2:17][CH2:18][CH2:19][CH2:20][CH2:21][CH2:22][CH3:23])=[CH:8][C:7]2[C:5]3[S:6][C:2]([C:2]5[S:6][CH:5]=[C:4]([CH2:28][CH2:27][CH2:26][CH2:25][CH2:9][CH2:10][CH2:11][CH3:12])[CH:3]=5)=[C:3]([CH2:31][CH2:32][CH2:33][CH2:34][CH2:35][CH2:36][CH2:37][CH3:38])[C:4]=3[C:28](=[O:29])[C:27]=2[CH:26]=4)[S:49][CH:48]=1)[CH2:40][CH2:41][CH2:42][CH2:43][CH2:44][CH2:45][CH3:46]. Procedure: This product is synthesised from 2,7-dibromo-3.8-dioctyl-4,9-dihydro-s-indaceno[1,2-b:5,6-b′]dithiophene-4,9-dione (FL128, 0.65 g, 0.96 mmol) and 3-octyl-5-trimethylstannylthiophene (2.5 eq.) according to the Stille palladium catalysed coupling method as described previously. After which, the product is purified on chromatography column (silica gel, hexane/CHCl3, 7:3) to give 0.62 g (72%) of a green-blue solid. The reactants are N1CCNCC1 (piperazine), C([O-])([O-])=O.[K+].[K+] (potassium carbonate), ClC1=NC=C(C=C1)I (2-chloro-5-iodopyridine). Run in C(C)#N (acetonitrile). Product: IC=1C=CC(=NC1)N1CCNCC1 (1-(5-iodopyridin-2-yl)-piperazine). The yield is 59.5%. As a reaction SMILES: [NH:1]1[CH2:6][CH2:5][NH:4][CH2:3][CH2:2]1.C(=O)([O-])[O-].[K+].[K+].Cl[C:14]1[CH:19]=[CH:18][C:17]([I:20])=[CH:16][N:15]=1>C(#N)C>[I:20][C:17]1[CH:18]=[CH:19][C:14]([N:1]2[CH2:6][CH2:5][NH:4][CH2:3][CH2:2]2)=[N:15][CH:16]=1 |f:1.2.3|. Reported procedure: To a solution of piperazine (215 mg, 2.5 mmol) and potassium carbonate (890 mg, 6.45 mmol) in acetonitrile (5 mL) was added 2-chloro-5-iodopyridine (300 mg, 1.25 mmol) (prepared in Example 2(a)). The mixture was heated at reflux for 26 h and allowed to cool. It was then filtered and the solvents removed under reduced pressure. Column chromatograpgy of the residue on silica gel (dichloromethane:methanol:ammonia solution 100:5:1) gave 1-(5-iodopyridin-2-yl)-piperazine as a yellow solid (215 mg, 60...